Task: describe an organic reaction: reactants, conditions, products, and yield. Dataset: the Open Reaction Database (ORD), a public repository of structured organic reaction records Reaction SMILES: [Br-:26].[Br:20][CH2:21][C:22]([O:23][CH3:24])=[O:25].[CH3:27][O:28][C:29](=[O:30])[CH2:31][P+:32]([c:33]1[cH:34][cH:35][cH:36][cH:37][cH:38]1)([c:39]1[cH:40][cH:41][cH:42][cH:43][cH:44]1)[c:45]1[cH:46][cH:47][cH:48][cH:49][cH:50]1.[Na+:53].[OH-:52].[OH2:60].[PH4+:51].[c:1]1([P:2]([c:3]2[cH:4][cH:5][cH:6][cH:7][cH:8]2)[c:9]2[cH:10][cH:11][cH:12][cH:13][cH:14]2)[cH:15][cH:16][cH:17][cH:18][cH:19]1.[cH:54]1[cH:55][cH:56][cH:57][cH:58][cH:59]1>>[CH3:27][O:28][C:29](=[O:30])[CH:31]=[P:32]([c:33]1[cH:34][cH:35][cH:36][cH:37][cH:38]1)([c:39]1[cH:40][cH:41][cH:42][cH:43][cH:44]1)[c:45]1[cH:46][cH:47][cH:48][cH:49][cH:50]1. The reactants are [Br-], COC(=O)CBr, COC(=O)C[P+](c1ccccc1)(c1ccccc1)c1ccccc1, [Na+], [OH-], O, [PH4+], c1ccc(P(c2ccccc2)c2ccccc2)cc1, c1ccccc1. The product is COC(=O)C=P(c1ccccc1)(c1ccccc1)c1ccccc1. Starting materials: ClC1=CC=C(CC2=NC=CC=C2)C=C1 (2-p-chlorobenzylpyridine), OO (hydrogen peroxide). Run in C(C)(=O)O (acetic acid). Product: ClC1=CC=C(CC2=[N+](C=CC=C2)[O-])C=C1 (2-p-chlorobenzylpyridine-N-oxide). Yield: 85.0%. RXN SMILES: [Cl:1][C:2]1[CH:14]=[CH:13][C:5]([CH2:6][C:7]2[CH:12]=[CH:11][CH:10]=[CH:9][N:8]=2)=[CH:4][CH:3]=1.[OH:15]O>C(O)(=O)C>[Cl:1][C:2]1[CH:14]=[CH:13][C:5]([CH2:6][C:7]2[CH:12]=[CH:11][CH:10]=[CH:9][N+:8]=2[O-:15])=[CH:4][CH:3]=1. Reported procedure: A solution of 2-p-chlorobenzylpyridine (12.0 g, 0.059 moles) and hydrogen peroxide (33% w/v, 4.02 g, 12.2 ml, 0.118 moles) in glacial acetic acid (40 ml) was heated at 60° for 15 hours. The reaction mixture was cooled to room temperature, the acetic acid evaporated under reduced pressure and the residue dissolved in chloroform. After neutralisation with potassium carbonate (20 g) the chloroform was removed to give 2-p-chlorobenzylpyridine-N-oxide (11.02 g, 85%) as a viscous oil. The reactants are C(#N)N=C(SC)SC (dimethyl cyanodithioimidocarbonate), CC(C)(C#C)N (1,1-dimethylpropargylamine). The solvent is C(C)#N (acetonitrile). Yields the product C(#N)NC(SC)=NC(C)(C#C)C (N-Cyano-N'-(2-methyl-3-butyn-2-yl)-S-methyl Isothiourea). RXN SMILES: [C:1]([N:3]=[C:4](SC)[S:5][CH3:6])#[N:2].[CH3:9][C:10]([NH2:14])([C:12]#[CH:13])[CH3:11]>C(#N)C>[C:1]([NH:3][C:4](=[N:14][C:10]([CH3:11])([C:12]#[CH:13])[CH3:9])[S:5][CH3:6])#[N:2]. Reported procedure: A solution of dimethyl cyanodithioimidocarbonate (9.0 g, 0.615 mole) and 1,1-dimethylpropargylamine (90% amine, remainder water, 5.68 g, 0.0615 mole) in acetonitrile (125 ml) was stirred at reflux temperature for 13 days. The reaction mixture was evaporated under reduced pressure and the residue chromatographed on silica gel. The appropriate fractions were combined and the product was recrystallized from toluene to give the title product, mp 128°-130.5° C. Starting materials: [Cl-].[Na+] (sodium chloride), C(C)(C)(C)OC(=O)N1CC(OC[C@@H]1C=O)(C1=CC=CC=C1)C1=CC=CC=C1 ((R)-5-formyl-2,2-diphenylmorpholine-4-carboxylic acid tert-butyl ester), FC1=CC(=CC(=C1)CC[N+](=O)[O-])F (1,3-difluoro-5-(2-nitroethyl)-benzene), [F-].C(CCC)[N+](CCCC)(CCCC)CCCC (tetrabutylammonium fluoride). Solvent: C(C)(=O)OCC (ethyl acetate), O1CCCC1 (tetrahydrofuran). Run at time 20 minute. Product: C(C)(C)(C)OC(=O)N1CC(OC[C@@H]1[C@H]([C@H](CC1=CC(=CC(=C1)F)F)[N+](=O)[O-])O)(C1=CC=CC=C1)C1=CC=CC=C1 ((R)-5-[(1R,2S)-3-(3,5-difluorophenyl)-1-hydroxy-2-nitropropyl]-2,2-diphenylmorpholine-4-carboxylic acid tert-butyl ester). Reaction SMILES: [C:1]([O:5][C:6]([N:8]1[C@@H:13]([CH:14]=[O:15])[CH2:12][O:11][C:10]([C:22]2[CH:27]=[CH:26][CH:25]=[CH:24][CH:23]=2)([C:16]2[CH:21]=[CH:20][CH:19]=[CH:18][CH:17]=2)[CH2:9]1)=[O:7])([CH3:4])([CH3:3])[CH3:2].[F:28][C:29]1[CH:34]=[C:33]([CH2:35][CH2:36][N+:37]([O-:39])=[O:38])[CH:32]=[C:31]([F:40])[CH:30]=1.[F-].C([N+](CCCC)(CCCC)CCCC)CCC.[Cl-].[Na+]>O1CCCC1.C(OCC)(=O)C>[C:1]([O:5][C:6]([N:8]1[C@@H:13]([C@@H:14]([OH:15])[C@@H:36]([N+:37]([O-:39])=[O:38])[CH2:35][C:33]2[CH:34]=[C:29]([F:28])[CH:30]=[C:31]([F:40])[CH:32]=2)[CH2:12][O:11][C:10]([C:22]2[CH:23]=[CH:24][CH:25]=[CH:26][CH:27]=2)([C:16]2[CH:17]=[CH:18][CH:19]=[CH:20][CH:21]=2)[CH2:9]1)=[O:7])([CH3:4])([CH3:2])[CH3:3] |f:2.3,4.5|. Reported procedure: To (R)-5-formyl-2,2-diphenylmorpholine-4-carboxylic acid tert-butyl ester (1.03 g, 2.80 mmol) and 1,3-difluoro-5-(2-nitroethyl)-benzene (0.577 g, 3.08 mmol) in tetrahydrofuran (5 mL) at −0° C. under nitrogen add tetrabutylammonium fluoride (3 mL, 3.0 mmol, 1.0 M in tetrahydrofuran). Stir 20 minutes and add half saturated aqueous sodium chloride (20 mL) and ethyl acetate (100 mL). Separate the layers and wash the organic layer with water and saturated aqueous sodium chloride. Dry (magnesium sulfa... The reactants are COC(=O)COCc1ccccc1, C1CCOC1, CCC(C)=O, CC(C)[N-]C(C)C, [Li+]. The product is CCC(=O)CC(=O)COCc1ccccc1. Reaction SMILES: [CH2:14]([c:15]1[cH:16][cH:17][cH:18][cH:19][cH:20]1)[O:21][CH2:22][C:23]([O:25][CH3:24])=[O:26].[CH2:27]1[O:28][CH2:29][CH2:30][CH2:31]1.[CH3:1][C:2]([CH2:3][CH3:4])=[O:5].[CH:6]([N-:7][CH:8]([CH3:9])[CH3:10])([CH3:11])[CH3:12].[Li+:13]>>[CH2:1]([C:2]([CH2:3][CH3:4])=[O:5])[C:23]([CH2:22][O:21][CH2:14][c:15]1[cH:16][cH:17][cH:18][cH:19][cH:20]1)=[O:25]. The reactants are C(C)(=O)OC(C)=O (acetic anhydride), OC1=C(C2=C(N(C(=N2)COC2=CC=C(CC3C(NC(S3)=O)=O)C=C2)C)C(=C1C)C)C (5-[4-(5-hydroxy-1,4,6,7-tetramethylbenzimidazol-2-ylmethoxy)benzyl]thiazolidine-2,4-dione). Conditions: time 3 hour. The product is C(C)(=O)OC1=C(C2=C(N(C(=N2)COC2=CC=C(CC3C(NC(S3)=O)=O)C=C2)C)C(=C1C)C)C (5-[4-(5-Acetoxy-1,4,6,7-tetramethylbenzimidazol-2-ylmethoxy)benzyl]thiazolidine-2,4-dione). Reaction SMILES: [C:1](OC(=O)C)(=[O:3])[CH3:2].[OH:8][C:9]1[C:34]([CH3:35])=[C:33]([CH3:36])[C:12]2[N:13]([CH3:32])[C:14]([CH2:16][O:17][C:18]3[CH:31]=[CH:30][C:21]([CH2:22][CH:23]4[S:27][C:26](=[O:28])[NH:25][C:24]4=[O:29])=[CH:20][CH:19]=3)=[N:15][C:11]=2[C:10]=1[CH3:37]>>[C:1]([O:8][C:9]1[C:34]([CH3:35])=[C:33]([CH3:36])[C:12]2[N:13]([CH3:32])[C:14]([CH2:16][O:17][C:18]3[CH:31]=[CH:30][C:21]([CH2:22][CH:23]4[S:27][C:26](=[O:28])[NH:25][C:24]4=[O:29])=[CH:20][CH:19]=3)=[N:15][C:11]=2[C:10]=1[CH3:37])(=[O:3])[CH3:2]. Reported procedure: 0.032 ml of acetic anhydride were added at room temperature to a solution of 0.12 g of 5-[4-(5-hydroxy-1,4,6,7-tetramethylbenzimidazol-2-ylmethoxy)benzyl]thiazolidine-2,4-dione (prepared as described in Example 3) in 2 ml of pylidine, and the resulting mixture was stirred for 3 hours, after which it was allowed to stand overnight. At the end of this time, the reaction mixture was freed from the solvent by evaporation under reduced pressure, and the resulting residue was mixed with water. The aqu... Procedure details: By proceeding in a similar manner but substituting an equimolecular quantity of 1-methoxycarbonyl-3-(2-amino-4-isopropoxycarbonylaminophenyl)thiourea and 1-ethoxycarbonyl-3-(2-amino-4-isopropoxycarbonylaminophenyl)thiourea for 1-methoxycarbonyl-3-(2-amino-4-n-butylphenyl)thiourea, there were obtained 1-methoxycarbonyl-3-(2-acetamido-4-isopropoxycarbonylaminophenyl)thiourea, m.p. 187°-188° C. (with decomposition) and 1-ethoxycarbonyl-3-(2-acetamido-4-isopropoxycarbonylaminophenyl)thiourea, m.p. 2... As a reaction SMILES: [CH3:1][O:2][C:3]([NH:5][C:6]([NH:8][C:9]1[CH:14]=[CH:13][C:12]([NH:15][C:16]([O:18][CH:19]([CH3:21])[CH3:20])=[O:17])=[CH:11][C:10]=1[NH2:22])=[S:7])=[O:4].[CH2:23]([O:25][C:26]([NH:28][C:29]([NH:31][C:32]1[CH:37]=[CH:36][C:35]([NH:38][C:39]([O:41][CH:42]([CH3:44])[CH3:43])=[O:40])=[CH:34][C:33]=1[NH2:45])=[S:30])=[O:27])[CH3:24].COC(NC(NC1C=CC(CCCC)=CC=1N)=S)=O>>[CH3:1][O:2][C:3]([NH:5][C:6]([NH:8][C:9]1[CH:14]=[CH:13][C:12]([NH:15][C:16]([O:18][CH:19]([CH3:20])[CH3:21])=[O:17])=[CH:11][C:10]=1[NH:22][C:23](=[O:25])[CH3:24])=[S:7])=[O:4].[CH2:23]([O:25][C:26]([NH:28][C:29]([NH:31][C:32]1[CH:37]=[CH:36][C:35]([NH:38][C:39]([O:41][CH:42]([CH3:44])[CH3:43])=[O:40])=[CH:34][C:33]=1[NH:45][C:19](=[O:18])[CH3:20])=[S:30])=[O:27])[CH3:24]. Reactants: COC(=O)NC(=S)NC1=C(C=C(C=C1)CCCC)N (1-methoxycarbonyl-3-(2-amino-4-n-butylphenyl)thiourea), COC(=O)NC(=S)NC1=C(C=C(C=C1)NC(=O)OC(C)C)N (1-methoxycarbonyl-3-(2-amino-4-isopropoxycarbonylaminophenyl)thiourea), C(C)OC(=O)NC(=S)NC1=C(C=C(C=C1)NC(=O)OC(C)C)N (1-ethoxycarbonyl-3-(2-amino-4-isopropoxycarbonylaminophenyl)thiourea). The product is COC(=O)NC(=S)NC1=C(C=C(C=C1)NC(=O)OC(C)C)NC(C)=O (1-methoxycarbonyl-3-(2-acetamido-4-isopropoxycarbonylaminophenyl)thiourea), C(C)OC(=O)NC(=S)NC1=C(C=C(C=C1)NC(=O)OC(C)C)NC(C)=O (1-ethoxycarbonyl-3-(2-acetamido-4-isopropoxycarbonylaminophenyl)thiourea). Reactants: COCCCO (CH3O(CH2)3OH), C(F)(F)(F)OC(F)(F)C(F)(F)C(F)(F)OC(F)(C(F)(F)F)C(=O)OC (CF3O(CF2)3OCF(CF3)COOMe), C(F)(F)(F)OC(F)(F)C(F)(F)C(F)(F)OC(F)=C(F)F (CF3O(CF2)3OCF═CF2). Product: COCCCC=COF (Perfluoro 3-methoxypropyl vinyl ether). RXN SMILES: [CH3:1][O:2][CH2:3][CH2:4][CH2:5]O.C([O:11][C:12]([C:15](C(OC(C(OC)=O)(C(F)(F)F)F)(F)F)(F)F)(F)F)(F)(F)F.C(OC(C(C(OC(=C(F)F)F)(F)F)(F)F)(F)F)(F)(F)[F:33]>>[CH3:1][O:2][CH2:3][CH2:4][CH2:5][CH:15]=[CH:12][O:11][F:33]. Procedure: In a procedure similar to Example 1, CH3O(CH2)3OH was converted to CF3O(CF2)3OCF(CF3)COOMe bp 123-126° C. and this to CF3O(CF2)3OCF═CF2 bp 62-64° C. The reactants are NC1=NC=2C=C(C=CC2C2=C1N=C(N2CC(C)(C)O)CC)CCC(=O)O (3-[4-Amino-2-ethyl-1-(2-hydroxy-2-methylpropyl)-1H-imidazo[4,5-c]quinolin-7-yl]propanoic acid), N1CCOCC1 (Morpholine), C([O-])([O-])=O.[Na+].[Na+] (sodium carbonate), ON1N=NC2=C1C=CC=C2 (1-hydroxybenzotriazole), CN(CCCN=C=NCC)C (1-(3-Dimethylaminopropyl)-3-ethylcarbodiimide). The solvent is C(Cl)(Cl)Cl (chloroform). Conditions: time 30 minute. The product is NC1=NC=2C=C(C=CC2C2=C1N=C(N2CC(C)(C)O)CC)CCC(=O)N2CCOCC2 (3-[4-amino-2-ethyl-1-(2-hydroxy-2-methyl-propyl)-1H-imidazo[4,5-c]quinolin-7-yl]-1-(morpholin-4-yl)propan-1-one). As a reaction SMILES: [NH2:1][C:2]1[C:11]2[N:12]=[C:13]([CH2:20][CH3:21])[N:14]([CH2:15][C:16]([OH:19])([CH3:18])[CH3:17])[C:10]=2[C:9]2[CH:8]=[CH:7][C:6]([CH2:22][CH2:23][C:24]([OH:26])=O)=[CH:5][C:4]=2[N:3]=1.ON1C2C=CC=CC=2N=N1.CN(C)CCCN=C=NCC.[NH:48]1[CH2:53][CH2:52][O:51][CH2:50][CH2:49]1.C(=O)([O-])[O-].[Na+].[Na+]>C(Cl)(Cl)Cl>[NH2:1][C:2]1[C:11]2[N:12]=[C:13]([CH2:20][CH3:21])[N:14]([CH2:15][C:16]([OH:19])([CH3:18])[CH3:17])[C:10]=2[C:9]2[CH:8]=[CH:7][C:6]([CH2:22][CH2:23][C:24]([N:48]3[CH2:53][CH2:52][O:51][CH2:50][CH2:49]3)=[O:26])=[CH:5][C:4]=2[N:3]=1 |f:4.5.6|. Procedure: 3-[4-Amino-2-ethyl-1-(2-hydroxy-2-methylpropyl)-1H-imidazo[4,5-c]quinolin-7-yl]propanoic acid (500 mg, 1.4 mmol), chloroform (100 mL) and 1-hydroxybenzotriazole (575 mg, 4.26 mmol) were combined and then stirred for 30 minutes. 1-(3-Dimethylaminopropyl)-3-ethylcarbodiimide (1.00 g, 5.2 mmol) was added and the reaction was stirred for 30 minutes. Morpholine (10 mL) was added in one portion. After 4 hours, 1% aqueous sodium carbonate (100 mL) was added and the mixture was stirred. The fractions we...